This data is from the Open Reaction Database (ORD), a public repository of structured organic reaction records. The task is: describe an organic reaction: reactants, conditions, products, and yield The reactants are BrCc1ccccc1, CCCc1nc2cc(NS(=O)(=O)c3ccc(F)cc3)ccc2n1CC(=O)OC(C)(C)C, CN(C)C=O, [K+], [K+], O=C([O-])[O-]. Product: CCCc1nc2cc(N(Cc3ccccc3)S(=O)(=O)c3ccc(F)cc3)ccc2n1CC(=O)OC(C)(C)C. RXN SMILES: [Br:38][CH2:39][c:40]1[cH:41][cH:42][cH:43][cH:44][cH:45]1.[C:1]([CH3:2])([CH3:3])([CH3:4])[O:5][C:6]([CH2:7][n:8]1[c:9]([CH2:28][CH2:29][CH3:30])[n:10][c:11]2[c:12]1[cH:13][cH:14][c:15]([NH:17][S:18](=[O:19])(=[O:20])[c:21]1[cH:22][cH:23][c:24]([F:27])[cH:25][cH:26]1)[cH:16]2)=[O:31].[CH3:46][N:47]([CH3:48])[CH:49]=[O:50].[K+:32].[K+:33].[O-:34][C:35]([O-:36])=[O:37]>>[C:1]([CH3:2])([CH3:3])([CH3:4])[O:5][C:6]([CH2:7][n:8]1[c:9]([CH2:28][CH2:29][CH3:30])[n:10][c:11]2[c:12]1[cH:13][cH:14][c:15]([N:17]([S:18](=[O:19])(=[O:20])[c:21]1[cH:22][cH:23][c:24]([F:27])[cH:25][cH:26]1)[CH2:39][c:40]1[cH:41][cH:42][cH:43][cH:44][cH:45]1)[cH:16]2)=[O:31]. Starting materials: O=C1NCCC(F)(F)CC1NS(=O)(=O)c1ccc(Cl)cc1, COc1ccc(CO)c(F)c1. The product is COc1ccc(CN(C2CC(F)(F)CCNC2=O)S(=O)(=O)c2ccc(Cl)cc2)c(F)c1. As a reaction SMILES: [Cl:1][c:2]1[cH:3][cH:4][c:5]([S:8](=[O:9])(=[O:10])[NH:11][CH:12]2[C:13](=[O:21])[NH:14][CH2:15][CH2:16][C:17]([F:19])([F:20])[CH2:18]2)[cH:6][cH:7]1.[F:22][c:23]1[c:24]([CH2:31][OH:32])[cH:25][cH:26][c:27]([O:29][CH3:30])[cH:28]1>>[Cl:1][c:2]1[cH:3][cH:4][c:5]([S:8](=[O:9])(=[O:10])[N:11]([CH:12]2[C:13](=[O:21])[NH:14][CH2:15][CH2:16][C:17]([F:19])([F:20])[CH2:18]2)[CH2:31][c:24]2[c:23]([F:22])[cH:28][c:27]([O:29][CH3:30])[cH:26][cH:25]2)[cH:6][cH:7]1. Yields the product COc1cccc(F)c1-c1nc(Cl)c2ccc(C)cc2n1. RXN SMILES: [CH3:22][N:23]([c:24]1[cH:25][cH:26][cH:27][cH:28][cH:29]1)[CH3:30].[Cl:47][CH2:48][Cl:49].[F:1][c:2]1[c:3](-[c:10]2[n:11][c:12]3[cH:13][c:14]([CH3:21])[cH:15][cH:16][c:17]3[c:18](=[O:20])[nH:19]2)[c:4]([O:8][CH3:9])[cH:5][cH:6][cH:7]1.[Na+:40].[O-:36][C:37]([OH:38])=[O:39].[P:31]([Cl:32])([Cl:33])([Cl:34])=[O:35].[cH:41]1[cH:42][cH:43][cH:44][cH:45][cH:46]1>>[F:1][c:2]1[c:3](-[c:10]2[n:11][c:12]3[cH:13][c:14]([CH3:21])[cH:15][cH:16][c:17]3[c:18]([Cl:33])[n:19]2)[c:4]([O:8][CH3:9])[cH:5][cH:6][cH:7]1. Starting materials: CN(C)c1ccccc1, ClCCl, COc1cccc(F)c1-c1nc2cc(C)ccc2c(=O)[nH]1, [Na+], O=C([O-])O, O=P(Cl)(Cl)Cl, c1ccccc1. Reactants: C1(=CC=CC=C1)C1=C(C=CC(=N1)C(=O)OCC)C1=CC=C(C=C1)C(F)(F)F (ethyl 6-phenyl-5-(4-trifluoromethylphenyl)-pyridine-2-carboxylate), C1(=CC=CC=C1)C1=C(C=CC(=N1)C(=O)OCC)C1=CC=C(C=C1)C(F)(F)F (ethyl 6-phenyl-5-(4-trifluoromethylphenyl)-pyridine-2-carboxylate), CC(C)C[AlH]CC(C)C (DIBAL-H). The solvent is C(Cl)Cl (CH2Cl2). Yields the product FC(C1=CC=C(C=C1)C=1C=CC(=NC1C1=CC=CC=C1)C=O)(F)F (5-(4-Trifluoromethylphenyl)-6-phenylpyridine-2-carbaldehyde). As a reaction SMILES: [C:1]1([C:7]2[N:12]=[C:11]([C:13](OCC)=[O:14])[CH:10]=[CH:9][C:8]=2[C:18]2[CH:23]=[CH:22][C:21]([C:24]([F:27])([F:26])[F:25])=[CH:20][CH:19]=2)[CH:6]=[CH:5][CH:4]=[CH:3][CH:2]=1.CC(C[AlH]CC(C)C)C>C(Cl)Cl>[F:26][C:24]([F:25])([F:27])[C:21]1[CH:20]=[CH:19][C:18]([C:8]2[CH:9]=[CH:10][C:11]([CH:13]=[O:14])=[N:12][C:7]=2[C:1]2[CH:6]=[CH:5][CH:4]=[CH:3][CH:2]=2)=[CH:23][CH:22]=1. Procedure details: Following General Procedure L, ethyl 5-(4-trifluoromethylphenyl)-6-phenylpyridine-2-carboxylate (Compound 25, 74 mg, 0.20 mmol) and DIBAL-H (0.3 ml, 0.30 mmol, 1.0 M in hexane) in CH2Cl2 (3 ml) were reacted to produce the title compound after purification by column chromatography (silica gel, 15% ethyl acetate in hexane). The reactants are BrC=1C=C(C(O)C2=NC=CC=C2OCOC)C=CC1 (2-(3-bromo-α-hydroxybenzyl)-3-methoxymethoxypyridine). The reagents and catalysts are [O-2].[O-2].[Mn+4] (manganese dioxide). Run in C(C)(=O)OCC (ethyl acetate). Run at time 8 hour. Yields the product BrC=1C=C(C(=O)C2=NC=CC=C2OCOC)C=CC1 (2-(3-bromobenzoyl)-3-methoxymethoxypyridine). Yield: 86.9%. As a reaction SMILES: [Br:1][C:2]1[CH:3]=[C:4]([CH:17]=[CH:18][CH:19]=1)[CH:5]([C:7]1[C:12]([O:13][CH2:14][O:15][CH3:16])=[CH:11][CH:10]=[CH:9][N:8]=1)[OH:6]>[O-2].[O-2].[Mn+4].C(OCC)(=O)C>[Br:1][C:2]1[CH:3]=[C:4]([CH:17]=[CH:18][CH:19]=1)[C:5]([C:7]1[C:12]([O:13][CH2:14][O:15][CH3:16])=[CH:11][CH:10]=[CH:9][N:8]=1)=[O:6] |f:1.2.3|. Procedure: A mixture of 2-(3-bromo-α-hydroxybenzyl)-3-methoxymethoxypyridine (6.43 g), activated manganese dioxide (18.4 g) and ethyl acetate (50 mL) was stirred overnight at room temperature, which was then subjected to filtration. The filtrate was subjected to concentration under reduced pressure. The concentrate was purified by means of a silica gel column (ethyl acetate--hexane) to afford 2-(3-bromobenzoyl)-3-methoxymethoxypyridine (5.55 g) (compound B-1). Physical properties and spectrum data of the p... The reactants are S1C=CC=C1 (Thiophene), CC1OC(OC(O1)C)C (paraldehyde), C(C)(C)C1=CC=C(C(=O)N)C=C1 (4-isopropylbenzamide), P(O)(O)(O)=O (phosphoric acid). Solvent: C(=O)O (formic acid). Reaction conditions: time 3 hour. Yields the product S1C(=CC=C1)C(C)NC(C1=CC=C(C=C1)C(C)C)=O (N-[1-(2-thienyl)ethyl]-4-isopropylbenzamide). Yield: 229.4%. Reaction SMILES: [S:1]1[CH:5]=[CH:4][CH:3]=[CH:2]1.[CH3:6][CH:7]1OC(C)OC(C)O1.[CH:15]([C:18]1[CH:26]=[CH:25][C:21]([C:22]([NH2:24])=[O:23])=[CH:20][CH:19]=1)([CH3:17])[CH3:16].P(=O)(O)(O)O>C(O)=O>[S:1]1[CH:5]=[CH:4][CH:3]=[C:2]1[CH:6]([NH:24][C:22](=[O:23])[C:21]1[CH:25]=[CH:26][C:18]([CH:15]([CH3:17])[CH3:16])=[CH:19][CH:20]=1)[CH3:7]. Reported procedure: Thiophene (42 g, 0.5 mol), paraldehyde (4.4 g, 0.033 mole) and 4-isopropylbenzamide (16.3 g, 0.1 mol) were added to a mixture of formic acid (40 ml) and 85% phosphoric acid (20 ml) and stirred at a room temperature for three hours. The reaction mixture was extracted with water (70 ml). An organic phase was washed with water (30 ml) and evaporated to dryness with a rotary evaporator. A residue was recrystallized from carbon tetrachloride/petroleum benzine (1:2) to obtain the entitled compound (20... The reactants are F[B-](F)(F)F, CCNCC, CCOC(=CC1=NCCCC1)c1ccccc1, NC1CCCCC1. Product: CCN(CC)C(=CC1=NCCCC1)c1ccccc1. Reaction SMILES: [B-:1]([F:2])([F:3])([F:4])[F:5].[CH2:30]([CH3:31])[NH:32][CH2:33][CH3:34].[CH2:6]([O:7][C:9](=[CH:10][C:11]1=[N:12][CH2:13][CH2:14][CH2:15][CH2:16]1)[c:17]1[cH:18][cH:19][cH:20][cH:21][cH:22]1)[CH3:8].[NH2:23][CH:24]1[CH2:25][CH2:26][CH2:27][CH2:28][CH2:29]1>>[C:9](=[CH:10][C:11]1=[N:12][CH2:13][CH2:14][CH2:15][CH2:16]1)([c:17]1[cH:18][cH:19][cH:20][cH:21][cH:22]1)[N:32]([CH2:30][CH3:31])[CH2:33][CH3:34]. Starting materials: CCCC[N+](CCCC)(CCCC)CCCC.[F-] (TBAF), ClC=1C=C(C(=O)O)C=CC1OC(C)C (3-chloro-4-[(1-methylethyl)oxy]benzoic acid), FC=1C=C(C=C2C=C(NC12)CCC(=O)OCC)/C(=N/[H])/NO (Ethyl 3-{7-fluoro-5-[(Z)-(hydroxyamino)(imino)methyl]-1H-indol-2-yl}propanoate), C=1C=CC2=C(C1)N=NN2O (HOBT). Solvent: O1CCCC1 (tetrahydrofuran), C(CCl)Cl (EDC). Run at time 0.5 hour. Product: ClC=1C=C(C=CC1OC(C)C)C1=NC(=NO1)C=1C=C2C=C(NC2=C(C1)F)CCC(=O)OCC (ethyl 3-[5-(5-{3-chloro-4-[(1-methylethyl)oxy]phenyl}-1,2,4-oxadiazol-3-yl)-7-fluoro-1H-indol-2-yl]propanoate). Yield: 35.6%. As a reaction SMILES: [Cl:1][C:2]1[CH:3]=[C:4]([CH:8]=[CH:9][C:10]=1[O:11][CH:12]([CH3:14])[CH3:13])[C:5]([OH:7])=O.C1C=CC2N(O)N=NC=2C=1.[F:25][C:26]1[CH:27]=[C:28](/[C:42](/[NH:45]O)=[N:43]/[H])[CH:29]=[C:30]2[C:34]=1[NH:33][C:32]([CH2:35][CH2:36][C:37]([O:39][CH2:40][CH3:41])=[O:38])=[CH:31]2.CCCC[N+](CCCC)(CCCC)CCCC.[F-]>O1CCCC1.C(Cl)CCl>[Cl:1][C:2]1[CH:3]=[C:4]([C:5]2[O:7][N:43]=[C:42]([C:28]3[CH:29]=[C:30]4[C:34](=[C:26]([F:25])[CH:27]=3)[NH:33][C:32]([CH2:35][CH2:36][C:37]([O:39][CH2:40][CH3:41])=[O:38])=[CH:31]4)[N:45]=2)[CH:8]=[CH:9][C:10]=1[O:11][CH:12]([CH3:14])[CH3:13] |f:3.4|. Procedure: To a solution of 3-chloro-4-[(1-methylethyl)oxy]benzoic acid (307 mg) in tetrahydrofuran (30 mL) stirred at room temperature was added EDC (549 mg) and HOBT (439 mg). The reaction mixture was stirred at room temperature for 0.5 h. Then ethyl 3-{7-fluoro-5-[(Z)-(hydroxyamino)(imino)methyl]-1H-indol-2-yl}propanoate (D163) (420 mg) was added. The reaction mixture was stirred at room temperature for an hour, and then TBAF (3.7 g) was added. The reaction mixture was heated at reflux overnight. The or... RXN SMILES: [CH3:36][C:37]#[N:38].[ClH:40].[Cu:42][Cl:43].[N:32]([O-:33])=[O:34].[NH2:1][c:2]1[c:3]([O:27][CH2:28][CH:29]2[CH2:30][CH2:31]2)[cH:4][c:5]([C:18]2([C:22](=[O:23])[O:24][CH2:25][CH3:26])[CH2:19][CH2:20][CH2:21]2)[cH:6][c:7]1-[c:8]1[cH:9][cH:10][c:11]([C:14]([F:15])([F:16])[F:17])[cH:12][cH:13]1.[Na+:35].[OH2:39].[OH2:41]>>[c:2]1([Cl:40])[c:3]([O:27][CH2:28][CH:29]2[CH2:30][CH2:31]2)[cH:4][c:5]([C:18]2([C:22](=[O:23])[O:24][CH2:25][CH3:26])[CH2:19][CH2:20][CH2:21]2)[cH:6][c:7]1-[c:8]1[cH:9][cH:10][c:11]([C:14]([F:15])([F:16])[F:17])[cH:12][cH:13]1. The product is CCOC(=O)C1(c2cc(OCC3CC3)c(Cl)c(-c3ccc(C(F)(F)F)cc3)c2)CCC1. Reactants: CC#N, Cl, Cl[Cu], O=N[O-], CCOC(=O)C1(c2cc(OCC3CC3)c(N)c(-c3ccc(C(F)(F)F)cc3)c2)CCC1, [Na+], O, O.